This data is from the Open Reaction Database (ORD), a public repository of structured organic reaction records. The task is: describe an organic reaction: reactants, conditions, products, and yield Reactants: [BH4-], CCOC(C)=O, CC(C)(C)O, O=[N+]([O-])c1cccnc1NCc1ccc(Cl)cc1, [Na+], O, O, Cl[Sn]Cl. Product: Nc1cccnc1NCc1ccc(Cl)cc1. Reaction SMILES: [BH4-:24].[CH3:26][CH2:27][O:28][C:29](=[O:30])[CH3:31].[CH3:32][C:33]([OH:34])([CH3:35])[CH3:36].[Cl:1][c:2]1[cH:3][cH:4][c:5]([CH2:6][NH:7][c:8]2[n:9][cH:10][cH:11][cH:12][c:13]2[N+:14]([O-:15])=[O:16])[cH:17][cH:18]1.[Na+:25].[OH2:19].[OH2:20].[Sn:21]([Cl:22])[Cl:23]>>[Cl:1][c:2]1[cH:3][cH:4][c:5]([CH2:6][NH:7][c:8]2[n:9][cH:10][cH:11][cH:12][c:13]2[NH2:14])[cH:17][cH:18]1. RXN SMILES: [ClH:27].[c:1]1([CH:7]([CH2:8][C:9](=[O:10])[O:11][CH2:12][CH3:13])[n:14]2[cH:15][n:16][c:17]3[c:18]2[cH:19][c:20]([C:23]([F:24])([F:25])[F:26])[cH:21][cH:22]3)[cH:2][cH:3][cH:4][cH:5][cH:6]1>>[c:1]1([CH:7]([CH2:8][C:9](=[O:10])[OH:11])[n:14]2[cH:15][n:16][c:17]3[c:18]2[cH:19][c:20]([C:23]([F:24])([F:25])[F:26])[cH:21][cH:22]3)[cH:2][cH:3][cH:4][cH:5][cH:6]1. Product: O=C(O)CC(c1ccccc1)n1cnc2ccc(C(F)(F)F)cc21. Starting materials: Cl, CCOC(=O)CC(c1ccccc1)n1cnc2ccc(C(F)(F)F)cc21.